This data is from the Open Reaction Database (ORD), a public repository of structured organic reaction records. The task is: describe an organic reaction: reactants, conditions, products, and yield Reactants: CCN(C(C)C)C(C)C (DIEA), C1(=CC=CC=C1)CCC=O (3-phenylpropanal), C(C)(=O)O[BH-](OC(C)=O)OC(C)=O.[Na+] (sodium triacetoxyborohydride), C(=O)(O)[O-].[Na+] (NaHCO3), N1C[C@@H](CC1)NC=1N=CC(=NC1)/C=C/C(=O)OC (methyl (2E)-3-{5-[(3R)-3-pyrrolidinylamino]-2-pyrazinyl}acrylate). Procedure: To a suspension of methyl (2E)-3-{5-[(3R)-3-pyrrolidinylamino]-2-pyrazinyl}acrylate (335 mg) in dichloromethane (5 mL) was added DIEA (870 uL), 3-phenylpropanal (157 ul), and sodium triacetoxyborohydride (424 mg), and the reaction mixture was stirred at ambient temperature for 2 hours. To the resultant was added saturated aq.NaHCO3, which was stirred for 30 min. The mixture was extracted with dichloromethane. The organic phase was washed with brine and dried over MgSO4, filtered, and evaporated ... Conditions: time 2 hour. Run in ClCCl (dichloromethane). Reaction SMILES: [NH:1]1[CH2:5][CH2:4][C@@H:3]([NH:6][C:7]2[N:8]=[CH:9][C:10](/[CH:13]=[CH:14]/[C:15]([O:17][CH3:18])=[O:16])=[N:11][CH:12]=2)[CH2:2]1.[CH3:19]CN(C(C)C)C(C)C.[C:28]1([CH2:34][CH2:35][CH:36]=O)[CH:33]=[CH:32][CH:31]=[CH:30][CH:29]=1.C(O[BH-](OC(=O)C)OC(=O)C)(=O)C.[Na+].C([O-])(O)=O.[Na+]>ClCCl>[C:28]1([CH2:34][CH2:35][CH2:36][N:1]2[CH2:5][CH2:4][CH2:19][C@@H:3]([NH:6][C:7]3[N:8]=[CH:9][C:10](/[CH:13]=[CH:14]/[C:15]([O:17][CH3:18])=[O:16])=[N:11][CH:12]=3)[CH2:2]2)[CH:33]=[CH:32][CH:31]=[CH:30][CH:29]=1 |f:3.4,5.6|. Yields the product C1(=CC=CC=C1)CCCN1C[C@@H](CCC1)NC=1N=CC(=NC1)/C=C/C(=O)OC (methyl (2E)-3-[5-[{(3R)-1-(3-phenylpropyl)-3-piperidinyl}amino]-2-pyrazinyl]acrylate). Reactants: CCc1cc(-c2ccc(C(=O)O)cn2)c(C)[nH]c1=O, OC1CCNC1. As a reaction SMILES: [CH2:1]([CH3:2])[c:3]1[cH:4][c:5](-[c:11]2[n:12][cH:13][c:14]([C:17](=[O:18])[OH:19])[cH:15][cH:16]2)[c:6]([CH3:10])[nH:7][c:8]1=[O:9].[OH:20][CH:21]1[CH2:22][NH:23][CH2:24][CH2:25]1>>[CH2:1]([CH3:2])[c:3]1[cH:4][c:5](-[c:11]2[n:12][cH:13][c:14]([C:17](=[O:19])[N:23]3[CH2:22][CH:21]([OH:20])[CH2:25][CH2:24]3)[cH:15][cH:16]2)[c:6]([CH3:10])[nH:7][c:8]1=[O:9]. Product: CCc1cc(-c2ccc(C(=O)N3CCC(O)C3)cn2)c(C)[nH]c1=O. Reactants: ClC=1C=CC2=C(N(C(C=C3N2C(NN3)=O)=O)C3=C(C=CC=C3)Cl)C1 (8-chloro-6-(o-chlorophenyl)-1H-s-triazolo[4,3-a][1,5]benzodiazepin-1,5-(2H,6H)-dione), [H-].[Na+] (sodium hydride). Product: C(CC)N(CCC)CCCCl (dipropylamino propyl chloride), ClC=1C=CC2=C(N(C(C=C3N2C(N(N3)CCCN(CCC)CCC)=O)=O)C3=C(C=CC=C3)Cl)C1 (8-chloro-2-[(dipropylamino)propyl]-6-(o-chlorophenyl)-1H-s-triazolo[4,3-a][1,5]benzodiazepin-1,5-(2H,6H)-dione). Reaction SMILES: [Cl:1][C:2]1[CH:3]=[CH:4][C:5]2[N:11]3[C:12](=[O:15])[NH:13][NH:14][C:10]3=[CH:9][C:8](=[O:16])[N:7]([C:17]3[CH:22]=[CH:21][CH:20]=[CH:19][C:18]=3[Cl:23])[C:6]=2[CH:24]=1.[H-].[Na+]>>[CH2:8]([N:7]([CH2:6][CH2:24][CH2:2][Cl:1])[CH2:17][CH2:18][CH3:19])[CH2:9][CH3:10].[Cl:1][C:2]1[CH:3]=[CH:4][C:5]2[N:11]3[C:12](=[O:15])[N:13]([CH2:4][CH2:5][CH2:6][N:7]([CH2:17][CH2:18][CH3:19])[CH2:8][CH2:9][CH3:10])[NH:14][C:10]3=[CH:9][C:8](=[O:16])[N:7]([C:17]3[CH:22]=[CH:21][CH:20]=[CH:19][C:18]=3[Cl:23])[C:6]=2[CH:24]=1 |f:1.2|. Procedure details: In the manner given in Example 21, 8-chloro-6-(o-chlorophenyl)-1H-s-triazolo[4,3-a][1,5]benzodiazepin-1,5-(2H,6H)-dione can be reacted with sodium hydride and then with dipropylamino propyl chloride to give 8-chloro-2-[(dipropylamino)propyl]-6-(o-chlorophenyl)-1H-s-triazolo[4,3-a][1,5]benzodiazepin-1,5-(2H,6H)-dione. The reactants are O1C(=CC=C1)C(=O)N (Furan-2-carboxamide), C1(=CC=C(C=C1)S(=O)(=O)O)C (p-toluenesulfonic acid), CC(C)(C)C=O (pivaldehyde), N1N=NC2=C1C=CC=C2 (benzotriazole). Run in C=1(C(=CC=CC1)C)C (xylene). The product is N1(N=NC2=C1C=CC=C2)C(C(C)(C)C)NC(=O)C=2OC=CC2 (N-[1-(1H-1,2,3-Benzotriazol-1-yl)-2,2-dimethylpropyl]-2-furamide). As a reaction SMILES: [O:1]1[CH:5]=[CH:4][CH:3]=[C:2]1[C:6]([NH2:8])=[O:7].[CH3:9][C:10]([CH:13]=O)([CH3:12])[CH3:11].[NH:15]1[C:19]2[CH:20]=[CH:21][CH:22]=[CH:23][C:18]=2[N:17]=[N:16]1.C1(C)C=CC(S(O)(=O)=O)=CC=1>C1(C)C(C)=CC=CC=1>[N:15]1([CH:13]([NH:8][C:6]([C:2]2[O:1][CH:5]=[CH:4][CH:3]=2)=[O:7])[C:10]([CH3:11])([CH3:12])[CH3:9])[C:19]2[CH:20]=[CH:21][CH:22]=[CH:23][C:18]=2[N:17]=[N:16]1. Procedure: Furan-2-carboxamide, pivaldehyde, benzotriazole, and p-toluenesulfonic acid in xylene were processed as described in Example 18B to provide the title compound.